From a dataset of the Open Reaction Database (ORD), a public repository of structured organic reaction records. describe an organic reaction: reactants, conditions, products, and yield The reactants are [OH-].[K+] (potassium hydroxide), alkali metal cyanide, C(#N)C1=CC=C(N1C)CC(=O)OC (methyl 5-cyano-1-methylpyrrole-2-acetate), O=CC(Cl)(Cl)Cl (chloral). The solvent is O (water), O (water), solvent, O (water). Run at temperature 45 celsius. The product is CN1C(=CC=C1)C(C(Cl)(Cl)Cl)O (1-Methyl-2-(2',2',2'-trichloro-1'-hydroxyethyl)pyrrole). RXN SMILES: [OH-].[K+].[O:3]=[CH:4][C:5]([Cl:8])([Cl:7])[Cl:6].C([C:11]1[N:15]([CH3:16])[C:14](CC(OC)=O)=[CH:13][CH:12]=1)#N>O>[CH3:16][N:15]1[CH:11]=[CH:12][CH:13]=[C:14]1[CH:4]([OH:3])[C:5]([Cl:8])([Cl:7])[Cl:6] |f:0.1|. Reported procedure: 1-Methyl-2-(2',2',2'-trichloro-1'-hydroxyethyl)pyrrole (1.14 g, 5 mmol), which was prepared by the procedure of Example 2, was dissolved in the solvent (15 ml) shown in the next table. After water (15 ml) and alkali metal cyanide (MCN: amount is shown in the table) were added to the solution, a solution of potassium hydroxide in water (10 ml) was added during a period of 6 hours under vigorous stirring at 45° C. After confirmation of the disappearance of starting chloral adduct (overnight), the ...